From a dataset of the Open Reaction Database (ORD), a public repository of structured organic reaction records. describe an organic reaction: reactants, conditions, products, and yield The reactants are FeSO4, C(C)(C)(C)OOC(C)(C)C (t-butyl peroxide), N1=C(C=NC=C1)C(=O)O (2-pyrazine carboxylic acid), C(C1=CC=CC=C1)=O (benzaldehyde), aqueous solution, S(O)(O)(=O)=O (sulfuric acid). Run in C(C)(=O)O (acetic acid), O (water). Conditions: time 1 hour. Product: C(C1=CC=CC=C1)(=O)C=1N=CC(=NC1)C(=O)O (5-Benzoyl-pyrazine-2-carboxylic acid). Isolated yield 36.0%. As a reaction SMILES: [N:1]1[CH:6]=[CH:5][N:4]=[CH:3][C:2]=1[C:7]([OH:9])=[O:8].[CH:10](=[O:17])[C:11]1[CH:16]=[CH:15][CH:14]=[CH:13][CH:12]=1.S(=O)(=O)(O)O.C(OOC(C)(C)C)(C)(C)C>O.C(O)(=O)C>[C:10]([C:5]1[N:4]=[CH:3][C:2]([C:7]([OH:9])=[O:8])=[N:1][CH:6]=1)(=[O:17])[C:11]1[CH:16]=[CH:15][CH:14]=[CH:13][CH:12]=1. Procedure details: To a stirred, cooled (0° C.) solution of 2-pyrazine carboxylic acid (3.0 g, 24.2 mmol) and benzaldehyde (7.4 mL; 73 mmol) in a 50% aqueous solution of sulfuric acid (40 mL) and 25 mL of acetic acid was added FeSO4 7 H2O (20.3 g, 73 mmol dissolved in 50 mL of water) and t-butyl peroxide (9.2 mL; 73 mmol) simultaneously. After stirring for 1 hour, the reaction was treated with 200 mL of water. A precipitate formed which was filtered and washed with methylene chloride (3×100 mL) to yield a tan soli... The reactants are C=C(Br)CC(O)Cc1ccccc1, CN1CCCC1=O, Cl. Product: C#CCC(O)Cc1ccccc1. Reaction SMILES: [Br:1][C:2](=[CH2:3])[CH2:4][CH:5]([CH2:6][c:7]1[cH:8][cH:9][cH:10][cH:11][cH:12]1)[OH:13].[CH3:15][N:16]1[CH2:17][CH2:18][CH2:19][C:20]1=[O:21].[ClH:14]>>[C:2](#[CH:3])[CH2:4][CH:5]([CH2:6][c:7]1[cH:8][cH:9][cH:10][cH:11][cH:12]1)[OH:13]. Starting materials: CN(C)C(=[N+](C)C)ON1C2=C(C=CC=C2)N=N1.[B-](F)(F)(F)F (TBTU), CC1=NOC(=C1C(=O)O)CC(C1=CC=CC=C1)=O (3-methyl-5-(2-oxo-2-phenylethyl)isoxazole-4-carboxylic acid), C(C)N(C(C)C)C(C)C (N-ethyl-N-isopropylpropan-2-amine), C1(=CC=CC=C1)C1(CCNCC1)O (4-phenylpiperidin-4-ol). Run in CN(C)C=O (DMF), CN(C)C=O (DMF), C(Cl)(Cl)Cl (Chloroform). Yields the product OC1(CCN(CC1)C(=O)C=1C(=NOC1CC(=O)C1=CC=CC=C1)C)C1=CC=CC=C1 (2-{4-[(4-hydroxy-4-phenylpiperidin-1-yl)carbonyl]-3-methylisoxazol-5-yl}-1-phenylethanone). Reaction SMILES: CN(C(ON1N=NC2C=CC=CC1=2)=[N+](C)C)C.[B-](F)(F)(F)F.[CH3:23][C:24]1[C:28]([C:29]([OH:31])=O)=[C:27]([CH2:32][C:33](=[O:40])[C:34]2[CH:39]=[CH:38][CH:37]=[CH:36][CH:35]=2)[O:26][N:25]=1.C(N(C(C)C)C(C)C)C.[C:50]1([C:56]2([OH:62])[CH2:61][CH2:60][NH:59][CH2:58][CH2:57]2)[CH:55]=[CH:54][CH:53]=[CH:52][CH:51]=1>CN(C=O)C.C(Cl)(Cl)Cl>[OH:62][C:56]1([C:50]2[CH:55]=[CH:54][CH:53]=[CH:52][CH:51]=2)[CH2:61][CH2:60][N:59]([C:29]([C:28]2[C:24]([CH3:23])=[N:25][O:26][C:27]=2[CH2:32][C:33]([C:34]2[CH:39]=[CH:38][CH:37]=[CH:36][CH:35]=2)=[O:40])=[O:31])[CH2:58][CH2:57]1 |f:0.1|. Procedure details: A solution of TBTU (0.48 g, 1.5 mmol, 1.5 eq.) in DMF (2 mL) was added to a mixture of 3-methyl-5-(2-oxo-2-phenylethyl)isoxazole-4-carboxylic acid (0.24 g, 1 mmol, 1 eq), N-ethyl-N-isopropylpropan-2-amine (0.18 mL, 1 eq) and 4-phenylpiperidin-4-ol (0.18 g, 1 eq) in DMF (1 mL). The resulting solution was stirred at room temperature. Chloroform (25 mL) was added and the solution was washed with water and 1 M HCl, dried (Na2SO4) and evaporated. The residue was purified by flash chromatography (SiO2... Starting materials: COc1ccc(CN(Cc2ccc(OC)cc2)c2nc(C)nc(-c3cc4ccccc4nc3Nc3ccc(OC)nc3)n2)cc1, O=S(=O)(O)C(F)(F)F, O=C(O)C(F)(F)F. The product is COc1ccc(Nc2nc3ccccc3cc2-c2nc(C)nc(N)n2)cn1. As a reaction SMILES: [CH3:1][O:2][c:3]1[cH:4][cH:5][c:6]([CH2:7][N:8]([c:9]2[n:10][c:11](-[c:16]3[c:17]([NH:26][c:27]4[cH:28][n:29][c:30]([O:33][CH3:34])[cH:31][cH:32]4)[n:18][c:19]4[cH:20][cH:21][cH:22][cH:23][c:24]4[cH:25]3)[n:12][c:13]([CH3:15])[n:14]2)[CH2:35][c:36]2[cH:37][cH:38][c:39]([O:40][CH3:41])[cH:42][cH:43]2)[cH:44][cH:45]1.[F:46][C:47]([F:48])([F:49])[S:50]([OH:51])(=[O:52])=[O:53].[F:54][C:55]([F:56])([F:57])[C:58]([OH:59])=[O:60]>>[NH2:8][c:9]1[n:10][c:11](-[c:16]2[c:17]([NH:26][c:27]3[cH:28][n:29][c:30]([O:33][CH3:34])[cH:31][cH:32]3)[n:18][c:19]3[cH:20][cH:21][cH:22][cH:23][c:24]3[cH:25]2)[n:12][c:13]([CH3:15])[n:14]1. Starting materials: Intermediate 1E, ClC=1C(=NNC1C)N(CCC)CCC (4-chloro-5-methyl-N,N-dipropyl-1H-pyrazol-3-amine), FC1=C(C=C(C(=O)OCC2=CC=CC=C2)C=C1)C(=O)OCC (1-benzyl 3-ethyl 4-fluoroisophthalate), FC1=C(C=C(C(=O)OCC2=CC=CC=C2)C=C1)C(=O)OCC (1-benzyl 3-ethyl 4-fluoroisophthalate). The product is ClC=1C(=NN(C1C)C1=C(C=C(C(=O)OCC2=CC=CC=C2)C=C1)C(=O)OCC)N(CCC)CCC (1-Benzyl 3-ethyl 4-(4-chloro-3-(dipropylamino)-5-methyl-1H-pyrazol-1-yl)isophthalate). The yield is 47.2%. As a reaction SMILES: [Cl:1][C:2]1[C:3]([N:8]([CH2:12][CH2:13][CH3:14])[CH2:9][CH2:10][CH3:11])=[N:4][NH:5][C:6]=1[CH3:7].F[C:16]1[CH:31]=[CH:30][C:19]([C:20]([O:22][CH2:23][C:24]2[CH:29]=[CH:28][CH:27]=[CH:26][CH:25]=2)=[O:21])=[CH:18][C:17]=1[C:32]([O:34][CH2:35][CH3:36])=[O:33]>>[Cl:1][C:2]1[C:3]([N:8]([CH2:9][CH2:10][CH3:11])[CH2:12][CH2:13][CH3:14])=[N:4][N:5]([C:16]2[CH:31]=[CH:30][C:19]([C:20]([O:22][CH2:23][C:24]3[CH:29]=[CH:28][CH:27]=[CH:26][CH:25]=3)=[O:21])=[CH:18][C:17]=2[C:32]([O:34][CH2:35][CH3:36])=[O:33])[C:6]=1[CH3:7]. Reported procedure: Following a procedure analogous to that for the synthesis of Intermediate 1E, 4-chloro-5-methyl-N,N-dipropyl-1H-pyrazol-3-amine (290 mg, 1.34 mmol) and 1-benzyl 3-ethyl 4-fluoroisophthalate (Intermediate 91B, 447 mg, 1.48 mmol) were converted to the title compound (315 mg, 47%). 1H NMR (CDCl3) δ 8.55 (d, J=2.0 Hz, 1H), 8.27 (dd, J=8.3, 2.1 Hz, 1H), 7.54-7.32 (m, 6H), 5.43 (s, 2H), 4.20 (q, J=7.0 Hz, 2H), 3.32-3.17 (m, 4H), 2.17 (s, 3H), 1.69-1.54 (m, 6H), 1.21 (t, J=7.2 Hz, 3H), 0.92 (t, J=7.4 H... The reactants are CC(C)(C)N(C(=O)[O-])C1CCN(CCN2C(=O)COc3ccc(S(C)(=O)=O)cc32)CC1, N#Cc1ccc2ccc(=O)n(CCN3CCC(N)CC3)c2c1. Product: CS(=O)(=O)c1ccc2c(c1)N(CCN1CCC(N)CC1)C(=O)CO2. RXN SMILES: [C:1]([N:5]([C:2](=[O:3])[O-:4])[CH:9]1[CH2:10][CH2:11][N:12]([CH2:15][CH2:16][N:17]2[C:18](=[O:31])[CH2:19][O:20][c:21]3[c:22]2[cH:23][c:24]([S:27](=[O:28])(=[O:29])[CH3:30])[cH:25][cH:26]3)[CH2:13][CH2:14]1)([CH3:6])([CH3:7])[CH3:8].[NH2:32][CH:33]1[CH2:34][CH2:35][N:36]([CH2:37][CH2:38][n:39]2[c:40]3[c:41]([cH:42][cH:43][c:44]([C:45]#[N:46])[cH:47]3)[cH:48][cH:49][c:50]2=[O:51])[CH2:52][CH2:53]1>>[NH2:5][CH:9]1[CH2:10][CH2:11][N:12]([CH2:15][CH2:16][N:17]2[C:18](=[O:31])[CH2:19][O:20][c:21]3[c:22]2[cH:23][c:24]([S:27](=[O:28])(=[O:29])[CH3:30])[cH:25][cH:26]3)[CH2:13][CH2:14]1. Reactants: C(#N)C1(CC1)NC(=O)C1CC(CC1)S(=O)(=O)C1=C(C=C(C=C1)F)Cl (Rac-(1S,35)-3-(2-chloro-4-fluoro-benzenesulfonyl)-cyclopentanecarboxylic acid (1-cyano-cyclopropyl)-amide), N1CCOCC1 (morpholine). Yields the product C(#N)C1(CC1)NC(=O)[C@H]1C[C@@H](CC1)S(=O)(=O)C1=C(C=C(C=C1)N1CCOCC1)Cl ((1R,3R)-3-(2-Chloro-4-morpholin-4-yl-benzenesulfonyl)-cyclopentanecarboxylic acid (1-cyano-cyclopropyl)-amide). RXN SMILES: [C:1]([C:3]1([NH:6][C:7]([CH:9]2[CH2:13][CH2:12][CH:11]([S:14]([C:17]3[CH:22]=[CH:21][C:20](F)=[CH:19][C:18]=3[Cl:24])(=[O:16])=[O:15])[CH2:10]2)=[O:8])[CH2:5][CH2:4]1)#[N:2].[NH:25]1[CH2:30][CH2:29][O:28][CH2:27][CH2:26]1>>[C:1]([C:3]1([NH:6][C:7]([C@@H:9]2[CH2:13][CH2:12][C@@H:11]([S:14]([C:17]3[CH:22]=[CH:21][C:20]([N:25]4[CH2:30][CH2:29][O:28][CH2:27][CH2:26]4)=[CH:19][C:18]=3[Cl:24])(=[O:16])=[O:15])[CH2:10]2)=[O:8])[CH2:5][CH2:4]1)#[N:2]. Reported procedure: The title compound was synthesized in analogy to Example 80, from Rac-(1S,35)-3-(2-chloro-4-fluoro-benzenesulfonyl)-cyclopentanecarboxylic acid (1-cyano-cyclopropyl)-amide and morpholine to afford the desired product as a light yellow oil. MS (EI): 438.2 (M+H)+.